The task is: describe an organic reaction: reactants, conditions, products, and yield. This data is from the Open Reaction Database (ORD), a public repository of structured organic reaction records. Reactants: CC1=C(C=C(C=C1)C)NC(C(F)(F)F)=O (N-(2,5-dimethylphenyl)-2,2,2-trifluoroacetoamide), [I-].[K+] (potassium iodide), ClCC(=C)C (3-chloro-2-methyl-1-propene), CC(=O)C (acetone), [OH-].[K+] (potassium hydroxide). Run in O (Water). The product is CC1=C(C=C(C=C1)C)NCC(=C)C (2,5-Dimethyl-N-(2-methyl-2-propenyl)benzeneamine). The yield is 87.0%. RXN SMILES: [CH3:1][C:2]1[CH:7]=CC(C)=C[C:3]=1[NH:9][C:10](=O)C(F)(F)F.[I-].[K+].Cl[CH2:19][C:20]([CH3:22])=[CH2:21].[OH-].[K+].[CH3:25][C:26]([CH3:28])=O>O>[CH3:25][C:26]1[CH:28]=[CH:21][C:20]([CH3:22])=[CH:19][C:10]=1[NH:9][CH2:3][C:2]([CH3:7])=[CH2:1] |f:1.2,4.5|. Procedure: To a solution of N-(2,5-dimethylphenyl)-2,2,2-trifluoroacetoamide (5.87 g, 27.0 mmol) in acetone (50 ml) were added potassium iodide (4.49 g 27.0 mmol), 3-chloro-2-methyl-1-propene (8.0 ml, 81 mmol) and pulverized 85% potassium hydroxide (5.3 g, 80 mmol), and the mixture was heated under reflux for 1 hour. Water was added to the reaction mixture and the mixture was extracted twice with hexane. The organic layers were combined, washed with water and saturated brine, dried over magnesium sulfate, ...